The task is: describe an organic reaction: reactants, conditions, products, and yield. This data is from the Open Reaction Database (ORD), a public repository of structured organic reaction records. Starting materials: Cl.COC([C@@H](N)CC1=CC=C(C=C1)C=1C(N(C(=CC1C(F)(F)F)C)C)=O)=O (4-[1,6-dimethyl-4-(trifluoromethyl)-2-oxo-3-pyridinyl]-L-phenylalanine methyl ester hydrochloride salt), ClC1=C(C(=O)Cl)C(=CC=C1)Cl (2,6-dichlorobenzoyl chloride), CCN(C(C)C)C(C)C (DIEA). Run in ClCCl (dichloromethane). Run at time 5 minute. Yields the product COC([C@@H](NC(=O)C1=C(C=CC=C1Cl)Cl)CC1=CC=C(C=C1)C=1C(N(C(=CC1C(F)(F)F)C)C)=O)=O (N-[(2,6-dichlorophenyl)carbonyl]-4-[1,6-dimethyl-4-(trifluoromethyl)-2-oxo-3-pyridinyl]-L-phenylalanine methyl ester). Isolated yield 94.9%. Reaction SMILES: Cl.[CH3:2][O:3][C:4](=[O:27])[C@H:5]([CH2:7][C:8]1[CH:13]=[CH:12][C:11]([C:14]2[C:15](=[O:26])[N:16]([CH3:25])[C:17]([CH3:24])=[CH:18][C:19]=2[C:20]([F:23])([F:22])[F:21])=[CH:10][CH:9]=1)[NH2:6].[Cl:28][C:29]1[CH:37]=[CH:36][CH:35]=[C:34]([Cl:38])[C:30]=1[C:31](Cl)=[O:32].CCN(C(C)C)C(C)C>ClCCl>[CH3:2][O:3][C:4](=[O:27])[C@H:5]([CH2:7][C:8]1[CH:9]=[CH:10][C:11]([C:14]2[C:15](=[O:26])[N:16]([CH3:25])[C:17]([CH3:24])=[CH:18][C:19]=2[C:20]([F:21])([F:22])[F:23])=[CH:12][CH:13]=1)[NH:6][C:31]([C:30]1[C:29]([Cl:28])=[CH:37][CH:36]=[CH:35][C:34]=1[Cl:38])=[O:32] |f:0.1|. Procedure: To a suspension of 4-[1,6-dimethyl-4-(trifluoromethyl)-2-oxo-3-pyridinyl]-L-phenylalanine methyl ester hydrochloride salt (150 mg, 0.37 mmol) and 2,6-dichlorobenzoyl chloride (85 mg, 0.4 mmol) in dichloromethane (6 mL) was added DIEA (257 μL, 1.48 mmol) at room temperature. After 5 min, a clear solution was obtained which was stirred for 48 h. Then, the mixture was concentrated and the residue was dissolved in ethyl acetate (50 mL). The ethyl acetate solution was washed with 0.5 N HCl (50 mL), s... Reactants: C, Cn1c(C#N)ccc1-c1ccc(N)c(C#N)c1, O=S(=O)(Cl)Cl. Yields the product Cn1c(C#N)ccc1-c1ccc(NS(C)(=O)=O)c(C#N)c1. Reaction SMILES: [CH4:6].[NH2:7][c:8]1[c:9]([C:22]#[N:23])[cH:10][c:11](-[c:14]2[cH:15][cH:16][c:17]([C:20]#[N:21])[n:18]2[CH3:19])[cH:12][cH:13]1.[S:1](=[O:2])(=[O:3])([Cl:4])[Cl:5]>>[S:1](=[O:2])(=[O:3])([CH3:6])[NH:7][c:8]1[c:9]([C:22]#[N:23])[cH:10][c:11](-[c:14]2[cH:15][cH:16][c:17]([C:20]#[N:21])[n:18]2[CH3:19])[cH:12][cH:13]1. Reactants: FC1=NC=CC(=C1)C1=NC(=CC(=C1)C(F)(F)F)NCC1=CC(=CC=C1)F (2′-fluoro-N-(3-fluorobenzyl)-4-(trifluoromethyl)-2,4′-bipyridin-6-amine), [C@H]1(CC[C@H](CC1)N)N (trans-cyclohexane-1,4-diamine). The solvent is CS(=O)C (DMSO), CS(=O)C (DMSO). Run at temperature 105 celsius. Yields the product N[C@@H]1CC[C@H](CC1)NC1=NC=CC(=C1)C1=NC(=CC(=C1)C(F)(F)F)NCC1=CC(=CC=C1)F (N2′-(trans-4-aminocyclohexyl)-N6-(3-fluorobenzyl)-4-(trifluoromethyl)-2,4′-bipyridine-2′,6-diamine). The yield is 65.8%. RXN SMILES: F[C:2]1[CH:7]=[C:6]([C:8]2[CH:13]=[C:12]([C:14]([F:17])([F:16])[F:15])[CH:11]=[C:10]([NH:18][CH2:19][C:20]3[CH:25]=[CH:24][CH:23]=[C:22]([F:26])[CH:21]=3)[N:9]=2)[CH:5]=[CH:4][N:3]=1.[C@H:27]1([NH2:34])[CH2:32][CH2:31][C@H:30]([NH2:33])[CH2:29][CH2:28]1>CS(C)=O>[NH2:33][C@H:30]1[CH2:31][CH2:32][C@H:27]([NH:34][C:2]2[CH:7]=[C:6]([C:8]3[CH:13]=[C:12]([C:14]([F:15])([F:17])[F:16])[CH:11]=[C:10]([NH:18][CH2:19][C:20]4[CH:25]=[CH:24][CH:23]=[C:22]([F:26])[CH:21]=4)[N:9]=3)[CH:5]=[CH:4][N:3]=2)[CH2:28][CH2:29]1. Procedure details: To 2′-fluoro-N-(3-fluorobenzyl)-4-(trifluoromethyl)-2,4′-bipyridin-6-amine (34 mg, 0.093 mmol) was added DMSO (1.7 ml) and trans-cyclohexane-1,4-diamine (159 mg, 1.396 mmol). The resulting reaction mixture was stirred at 105° C. until completion as indicated by LCMS, about 40 hours. To the crude reaction mixture was added 0.75 ml of DMSO, filtered and purified by prep LC. After lyphilization, 28.1 mg of the title compound was obtained as a TFA salt. LCMS (m/z): 460.3 (MH+), retention time=0.72 m... Reagents/catalysts: CN(C=O)C (dimethylformamide). The solvent is C(C)#N (acetonitrile), ClCCl (dichloromethane). Product: NC1=C(C=CC(=N1)NC(=O)C=1C(=NOC1)C)C1=C(C=CC(=C1)OC)Cl (N-[6-Amino-5-(2-chloro-5-methoxyphenyl)pyridin-2-yl]-3-methylisoxazole-4-carboxamide). RXN SMILES: [CH3:1][C:2]1[C:6]([C:7]([OH:9])=O)=[CH:5][O:4][N:3]=1.C(Cl)(=O)C(Cl)=O.[Cl:16][C:17]1[CH:22]=[CH:21][C:20]([O:23][CH3:24])=[CH:19][C:18]=1[C:25]1[C:26]([NH2:32])=[N:27][C:28]([NH2:31])=[CH:29][CH:30]=1.N1C(C)=CC=CC=1C>ClCCl.CN(C)C=O.C(#N)C>[NH2:32][C:26]1[N:27]=[C:28]([NH:31][C:7]([C:6]2[C:2]([CH3:1])=[N:3][O:4][CH:5]=2)=[O:9])[CH:29]=[CH:30][C:25]=1[C:18]1[CH:19]=[C:20]([O:23][CH3:24])[CH:21]=[CH:22][C:17]=1[Cl:16]. Reaction conditions: time 18 hour. The reactants are ClC1=C(C=C(C=C1)OC)C=1C(=NC(=CC1)N)N (3-(2-chloro-5-methoxyphenyl)pyridine-2,6-diamine), N1=C(C=CC=C1C)C (lutidine), CC1=NOC=C1C(=O)O (3-methylisoxazole-4-carboxylic acid), C(C(=O)Cl)(=O)Cl (oxalyl chloride). Procedure details: To a suspension of 3-methylisoxazole-4-carboxylic acid (2.73 g, 21.48 mmol) in dichloromethane (10 ml) was added oxalyl chloride (2.62 ml, 30.1 mmol) followed by 2 drops of dimethylformamide. The reaction was stirred at room temperature for 18 hours before concentration in vacuo. The residue was azeotroped with dichloromethane, dissolved in acetonitrile (15 ml) and added dropwise to a cooled solution of 3-(2-chloro-5-methoxyphenyl)pyridine-2,6-diamine (preparation 1, 5.2 g, 20.82 mmol) and lutid... Starting materials: [Na] (sodium), NCC(O)C1=NC=CC=C1 (2-Amino-1-pyridin-2-yl-ethanol), C(=O)(OC(C)(C)C)N1C(CCCC1)=O (N-boc-piperidone), C(C)(=O)O (acetic acid). Solvent: ClCCCl (1,2-dichloroethane). Reaction conditions: time 16 hour. The product is C(C)(C)(C)OC(=O)N1CCC(CC1)NCC(C1=NC=CC=C1)O (4-(2-hydroxy-2-pyridin-2-yl-ethylamino)-piperidine-1-carboxylic acid tert-butyl ester). Yield: 89.6%. As a reaction SMILES: [NH2:1][CH2:2][CH:3]([C:5]1[CH:10]=[CH:9][CH:8]=[CH:7][N:6]=1)[OH:4].[C:11]([N:18]1[CH2:23][CH2:22][CH2:21][CH2:20][C:19]1=O)([O:13][C:14]([CH3:17])([CH3:16])[CH3:15])=[O:12].C(O)(=O)C.[Na]>ClCCCl>[C:14]([O:13][C:11]([N:18]1[CH2:23][CH2:22][CH:21]([NH:1][CH2:2][CH:3]([OH:4])[C:5]2[CH:10]=[CH:9][CH:8]=[CH:7][N:6]=2)[CH2:20][CH2:19]1)=[O:12])([CH3:17])([CH3:15])[CH3:16] |^1:28|. Reported procedure: 2-Amino-1-pyridin-2-yl-ethanol (0.700 g, 5.07 mmol) and N-boc-piperidone (1.20 g, 5.90 mmol) was dissolved in 5 mL of 1,2-dichloroethane. Glacial acetic acid (0.40 mL, 7.0 mmol) was added followed by sodium tricaetoxyborohydride (2.00 g, 8.97 mmol). This mixture was stirred at room temperature under argon for 16 h. The solvent was removed in vacuo and the residue was purified by flash chromatography (silica gel 12 g, eluted with dichloromethane, MeOH and ammonium hydroxide 100 to 95:4.9:0.1) to ...